From a dataset of the Open Reaction Database (ORD), a public repository of structured organic reaction records. describe an organic reaction: reactants, conditions, products, and yield Reactants: ClC1=NC=CC2=CC(=CC=C12)S(=O)(=O)N(C=1SC=CN1)CC1=C(C=C(C=C1)OC)OC (1-chloro-N-(2,4-dimethoxybenzyl)-N-(thiazol-2-yl)isoquinoline-6-sulfonamide), C(#N)C1=C(C=CC(=C1)C(F)(F)F)B(O)O ((2-cyano-4-(trifluoromethyl)phenyl)boronic acid). The product is C(#N)C1=C(C=CC(=C1)C(F)(F)F)C1=NC=CC2=CC(=CC=C12)S(=O)(=O)N(C=1SC=CN1)CC1=C(C=C(C=C1)OC)OC (1-(2-cyano-4-(trifluoromethyl)phenyl)-N-(2,4-dimethoxybenzyl)-N-(thiazol-2-yl)isoquinoline-6-sulfonamide). RXN SMILES: Cl[C:2]1[C:11]2[C:6](=[CH:7][C:8]([S:12]([N:15]([CH2:21][C:22]3[CH:27]=[CH:26][C:25]([O:28][CH3:29])=[CH:24][C:23]=3[O:30][CH3:31])[C:16]3[S:17][CH:18]=[CH:19][N:20]=3)(=[O:14])=[O:13])=[CH:9][CH:10]=2)[CH:5]=[CH:4][N:3]=1.[C:32]([C:34]1[CH:39]=[C:38]([C:40]([F:43])([F:42])[F:41])[CH:37]=[CH:36][C:35]=1B(O)O)#[N:33]>>[C:32]([C:34]1[CH:39]=[C:38]([C:40]([F:41])([F:42])[F:43])[CH:37]=[CH:36][C:35]=1[C:2]1[C:11]2[C:6](=[CH:7][C:8]([S:12]([N:15]([CH2:21][C:22]3[CH:27]=[CH:26][C:25]([O:28][CH3:29])=[CH:24][C:23]=3[O:30][CH3:31])[C:16]3[S:17][CH:18]=[CH:19][N:20]=3)(=[O:14])=[O:13])=[CH:9][CH:10]=2)[CH:5]=[CH:4][N:3]=1)#[N:33]. Procedure details: The titled compound was prepared in an analogous manner to that of INTERMEDIATE DD, except that 1-chloro-N-(2,4-dimethoxybenzyl)-N-(thiazol-2-yl)isoquinoline-6-sulfonamide (Intermediate OOO) and (2-cyano-4-(trifluoromethyl)phenyl)boronic acid were used as the coupling partners. The material was purified via silica gel column chromatography (12 g, gradient elution 0 to 50% EtOAc:Heptane) to afford 1-(2-cyano-4-(trifluoromethyl)phenyl)-N-(2,4-dimethoxybenzyl)-N-(thiazol-2-yl)isoquinoline-6-sulfona... Starting materials: NC1=CC=C(C(=O)OCCOC(C[C@@H](C(=O)O)N2C3=CC=CC=C3C=3C=CC=CC23)=O)C=C1 ((S)-4-(2-(4-aminobenzoyloxy)ethoxy)-2-(9H-carbazol-9-yl)-4-oxobutanoic acid), Cl (HCl), N(=O)[O-].[Na+] (NaNO2), [N-]=[N+]=[N-].[Na+] (NaN3). Run in CC(=O)C (acetone), O (water), O (water). Reaction conditions: temperature 0 celsius, time 5 minute. Yields the product N(=[N+]=[N-])C1=CC=C(C(=O)OCCOC(C[C@@H](C(=O)O)N2C3=CC=CC=C3C=3C=CC=CC23)=O)C=C1 ((S)-4-(2-(4-azidobenzoyloxy)ethoxy)-2-(9H-carbazol-9-yl)-4-oxobutanoic acid). The yield is 95.2%. As a reaction SMILES: [NH2:1][C:2]1[CH:33]=[CH:32][C:5]([C:6]([O:8][CH2:9][CH2:10][O:11][C:12](=[O:31])[CH2:13][C@H:14]([N:18]2[C:30]3[CH:29]=[CH:28][CH:27]=[CH:26][C:25]=3[C:24]3[C:19]2=[CH:20][CH:21]=[CH:22][CH:23]=3)[C:15]([OH:17])=[O:16])=[O:7])=[CH:4][CH:3]=1.Cl.N([O-])=O.[Na+].[N-:39]=[N+:40]=[N-].[Na+]>CC(C)=O.O>[N:1]([C:2]1[CH:3]=[CH:4][C:5]([C:6]([O:8][CH2:9][CH2:10][O:11][C:12](=[O:31])[CH2:13][C@H:14]([N:18]2[C:19]3[CH:20]=[CH:21][CH:22]=[CH:23][C:24]=3[C:25]3[C:30]2=[CH:29][CH:28]=[CH:27][CH:26]=3)[C:15]([OH:17])=[O:16])=[O:7])=[CH:32][CH:33]=1)=[N+:39]=[N-:40] |f:2.3,4.5|. Reported procedure: To a stiffed solution of 19 (0.115 g, 0.260 mmol) in acetone (6 mL) was added 5% HCl (6 mL) at 0° C. and the solution was stiffing for 5 min NaNO2 (0.020 g, 0.28 mmol) in 1 mL water was added dropwise to the above solution causing an immediate color change from colorless to orange. After 20 min of stirring at 0° C., NaN3 (0.034 g, 0.52 mmol) in 1 mL water was added dropwise to the reaction mixture causing an immediate color changed from orange to colorless to pale yellow. The reaction mixture wa... Reactants: CN(C)C=O, Cc1cc([N+](=O)[O-])cnc1Cl, [H-], [Na+], OCc1ccccn1. Yields the product Cc1cc([N+](=O)[O-])cnc1OCc1ccccn1. As a reaction SMILES: [CH3:22][N:23]([CH3:24])[CH:25]=[O:26].[Cl:11][c:12]1[n:13][cH:14][c:15]([N+:19](=[O:20])[O-:21])[cH:16][c:17]1[CH3:18].[H-:9].[Na+:10].[n:1]1[c:2]([CH2:7][OH:8])[cH:3][cH:4][cH:5][cH:6]1>>[n:1]1[c:2]([CH2:7][O:8][c:12]2[n:13][cH:14][c:15]([N+:19](=[O:20])[O-:21])[cH:16][c:17]2[CH3:18])[cH:3][cH:4][cH:5][cH:6]1. The reactants are aqueous solution, Cl.NO (hydroxylamine hydrochloride), CC=1C=C(C=CC1)C#CC=O (3-(3-methylphenyl)-2-propynaldehyde), CCCCCC.C(C)(=O)OCC (hexane ethyl acetate). Solvent: C(C)O (ethanol). Product: CC=1C=C(C=CC1)C#CC=NO (3-(3-methylphenyl)-2-propynaldehyde oxime). Yield: 85.0%. RXN SMILES: [CH3:1][C:2]1[CH:3]=[C:4]([C:8]#[C:9][CH:10]=O)[CH:5]=[CH:6][CH:7]=1.Cl.[NH2:13][OH:14].CCCCCC.C(OCC)(=O)C>C(O)C>[CH3:1][C:2]1[CH:3]=[C:4]([C:8]#[C:9][CH:10]=[N:13][OH:14])[CH:5]=[CH:6][CH:7]=1 |f:1.2,3.4|. Procedure details: 130 mg of the resulting aldehyde was dissolved in 20 ml of ethanol, and 5 ml of an aqueous solution of 70 mg of hydroxylamine hydrochloride was added. The solvent was evaporated under reduced pressure. The residue was purified by medium-pressure liquid chromatography column: Lobar column, size A, Lichroprep Si 60 (E. Merck Co.); eluting solvent: hexane/ethyl acetate=-10/1] to give 122 mg (yield 85%) of 3-(3-methylphenyl)-2-propynaldehyde oxime as a pale yellow oil. Starting materials: C(=O)N1CCCCC1 (N-formylpiperidine), BrC1=C(C=C)C=CC=C1 (2-bromostyrene), C(CCC)[Li] (n-butyllithium). The solvent is O1CCCC1 (tetrahydrofuran), O1CCCC1 (tetrahydrofuran), CCCCCC (hexane). Conditions: temperature -65 celsius. Yields the product C(=C)C1=C(C=O)C=CC=C1 (2-Ethenylbenzaldehyde). RXN SMILES: Br[C:2]1[CH:9]=[CH:8][CH:7]=[CH:6][C:3]=1[CH:4]=[CH2:5].C([Li])CCC.[CH:15](N1CCCCC1)=[O:16]>O1CCCC1.CCCCCC>[CH:4]([C:3]1[CH:6]=[CH:7][CH:8]=[CH:9][C:2]=1[CH:15]=[O:16])=[CH2:5]. Reported procedure: To a solution of 2-bromostyrene (115 mmol) in dry tetrahydrofuran (200 ml) at -65° C. under nitrogen was added dropwise n-butyllithium (115 mmol) in hexane. The reaction mixture was stirred at -65° C. for an additional hour and a solution of N-formylpiperidine (125 mmol) in tetrahydrofuran (50 ml) was added dropwise. The reaction mixture was allowed to warm to ambient temperature overnight. The reaction mixture was cooled to 0° C. and then quenched with saturated ammonium chloride (50 ml). The r... Starting materials: CC(C)([O-])C.[Na+] (sodium t-butoxide), ClC1=NC2=CC=CC=C2C(=N1)N1CCN(CCC1)C (2-chloro-4-(4-methyl-[1,4]-diazepan-1-yl)quinazoline), (±)-BINAP, Cl.N[C@@H]1CN(CC1)C(CC1=CC=C(C=C1)OC(F)(F)F)=O ((S)-1-(3-aminopyrrolidin-1-yl)-2-(4-trifluoromethoxyphenyl)ethanone mono hydrochloride), O1CCOCC1 (1,4-dioxane). Reagents/catalysts: C=1C=CC(=CC1)/C=C/C(=O)/C=C/C2=CC=CC=C2.C=1C=CC(=CC1)/C=C/C(=O)/C=C/C2=CC=CC=C2.C=1C=CC(=CC1)/C=C/C(=O)/C=C/C2=CC=CC=C2.[Pd].[Pd] (Pd2(dba)3). Run in C(C)(=O)OCC (ethyl acetate), O (water). Conditions: temperature 80 celsius, time 3 hour. The product is CN1CCN(CCC1)C1=NC(=NC2=CC=CC=C12)N[C@@H]1CN(CC1)C(CC1=CC=C(C=C1)OC(F)(F)F)=O (1-((S)-3-(4-(4-methyl-[1,4]-diazepan-1-yl)quinazolin-2-ylamino)pyrrolidin-1-yl)-2-(4-trifluoromethoxyphenyl)ethanone). Yield: 62.8%. Reaction SMILES: Cl[C:2]1[N:11]=[C:10]([N:12]2[CH2:18][CH2:17][CH2:16][N:15]([CH3:19])[CH2:14][CH2:13]2)[C:9]2[C:4](=[CH:5][CH:6]=[CH:7][CH:8]=2)[N:3]=1.Cl.[NH2:21][C@H:22]1[CH2:26][CH2:25][N:24]([C:27](=[O:40])[CH2:28][C:29]2[CH:34]=[CH:33][C:32]([O:35][C:36]([F:39])([F:38])[F:37])=[CH:31][CH:30]=2)[CH2:23]1.O1CCOCC1.CC(C)([O-])C.[Na+]>C(OCC)(=O)C.O.C1C=CC(/C=C/C(/C=C/C2C=CC=CC=2)=O)=CC=1.C1C=CC(/C=C/C(/C=C/C2C=CC=CC=2)=O)=CC=1.C1C=CC(/C=C/C(/C=C/C2C=CC=CC=2)=O)=CC=1.[Pd].[Pd]>[CH3:19][N:15]1[CH2:16][CH2:17][CH2:18][N:12]([C:10]2[C:9]3[C:4](=[CH:5][CH:6]=[CH:7][CH:8]=3)[N:3]=[C:2]([NH:21][C@H:22]3[CH2:26][CH2:25][N:24]([C:27](=[O:40])[CH2:28][C:29]4[CH:30]=[CH:31][C:32]([O:35][C:36]([F:37])([F:38])[F:39])=[CH:33][CH:34]=4)[CH2:23]3)[N:11]=2)[CH2:13][CH2:14]1 |f:1.2,4.5,8.9.10.11.12|. Procedure: To a mixture of 2-chloro-4-(4-methyl-[1,4]-diazepan-1-yl)quinazoline (0.10 g), Pd2(dba)3 (0.017 g), (±)-BINAP (0.034 g), (S)-1-(3-aminopyrrolidin-1-yl)-2-(4-trifluoromethoxyphenyl)ethanone mono hydrochloride (0.13 g), and 1,4-dioxane (2 mL) was added sodium t-butoxide (0.10 g) under nitrogen atmosphere, and the mixture was stirred at 80° C. for 3 h. The reaction mixture was diluted with ethyl acetate and water, then the interlayer was removed by Celite filtration, and the organic layer was washe...